From a dataset of the Open Reaction Database (ORD), a public repository of structured organic reaction records. describe an organic reaction: reactants, conditions, products, and yield Starting materials: FC(F)(F)c1cnn2c(Br)cnc2n1, O=C([O-])[O-], COCCOC, CC1(C)OB(c2ccc(F)c(-c3cccnc3)c2)OC1(C)C, [Na+], [Na+], c1ccc(P(c2ccccc2)(c2ccccc2)[Pd](P(c2ccccc2)(c2ccccc2)c2ccccc2)(P(c2ccccc2)(c2ccccc2)c2ccccc2)P(c2ccccc2)(c2ccccc2)c2ccccc2)cc1. The product is Fc1ccc(-c2cnc3nc(C(F)(F)F)cnn23)cc1-c1cccnc1. RXN SMILES: [Br:23][c:24]1[cH:25][n:26][c:27]2[n:28]1[n:29][cH:30][c:31]([C:33]([F:34])([F:35])[F:36])[n:32]2.[C:37](=[O:38])([O-:39])[O-:40].[CH3:43][O:44][CH2:45][CH2:46][O:47][CH3:48].[F:1][c:2]1[c:3](-[c:17]2[cH:18][n:19][cH:20][cH:21][cH:22]2)[cH:4][c:5]([B:8]2[O:9][C:10]([CH3:11])([CH3:12])[C:13]([CH3:14])([CH3:15])[O:16]2)[cH:6][cH:7]1.[Na+:41].[Na+:42].[cH:49]1[cH:50][cH:51][c:52]([P:53]([Pd:54]([P:55]([c:56]2[cH:57][cH:58][cH:59][cH:60][cH:61]2)([c:62]2[cH:63][cH:64][cH:65][cH:66][cH:67]2)[c:68]2[cH:69][cH:70][cH:71][cH:72][cH:73]2)([P:74]([c:75]2[cH:76][cH:77][cH:78][cH:79][cH:80]2)([c:81]2[cH:82][cH:83][cH:84][cH:85][cH:86]2)[c:87]2[cH:88][cH:89][cH:90][cH:91][cH:92]2)[P:93]([c:94]2[cH:95][cH:96][cH:97][cH:98][cH:99]2)([c:100]2[cH:101][cH:102][cH:103][cH:104][cH:105]2)[c:106]2[cH:107][cH:108][cH:109][cH:110][cH:111]2)([c:112]2[cH:113][cH:114][cH:115][cH:116][cH:117]2)[c:118]2[cH:119][cH:120][cH:121][cH:122][cH:123]2)[cH:124][cH:125]1>>[F:1][c:2]1[c:3](-[c:17]2[cH:18][n:19][cH:20][cH:21][cH:22]2)[cH:4][c:5](-[c:24]2[cH:25][n:26][c:27]3[n:28]2[n:29][cH:30][c:31]([C:33]([F:34])([F:35])[F:36])[n:32]3)[cH:6][cH:7]1. Starting materials: C(C)(C)(C)OC(=O)NCCOC1=CC=CC2=C1C(=C(O2)C(=O)NC2=CC=C(C=C2)C2=CC=C(C=C2)S(=O)(=O)N[C@H](C(=O)O)C(C)C)C ((S)-2-(4′-{[4-(2-tert-Butoxycarbonylamino-ethoxy)-3-methyl-benzofuran-2-carbonyl]-amino}-biphenyl-4-sulfonylamino)-3-methyl-butyric acid), C(C)(C)(C)OC(=O)NCCOC1=CC=CC2=C1C(=C(O2)C(=O)NC2=CC=C(C=C2)C2=CC=C(C=C2)S(=O)(=O)N[C@H](C(=O)O)C(C)C)C ((S)-2-(4′-{[4-(2-tert-butoxycarbonylamino-ethoxy)-3-methyl-benzofuran-2-carbonyl]-amino}-biphenyl-4-sulfonylamino)-3-methyl-butyric acid), C(=O)(C(F)(F)F)O.C(Cl)Cl (TFA methylene chloride). The product is NCCOC1=CC=CC2=C1C(=C(O2)C(=O)NC2=CC=C(C=C2)C2=CC=C(C=C2)S(=O)(=O)N[C@H](C(=O)O)C(C)C)C ((S)-2-(4′-{[4-(2-amino-ethoxy)-3-methyl-benzofuran-2-carbonyl]-amino}-biphenyl-4-sulfonylamino)-3-methyl-butyric acid), C(=O)(C(F)(F)F)O (TFA). Reaction SMILES: C(OC([NH:8][CH2:9][CH2:10][O:11][C:12]1[C:17]2[C:18]([CH3:47])=[C:19]([C:21]([NH:23][C:24]3[CH:29]=[CH:28][C:27]([C:30]4[CH:35]=[CH:34][C:33]([S:36]([NH:39][C@@H:40]([CH:44]([CH3:46])[CH3:45])[C:41]([OH:43])=[O:42])(=[O:38])=[O:37])=[CH:32][CH:31]=4)=[CH:26][CH:25]=3)=[O:22])[O:20][C:16]=2[CH:15]=[CH:14][CH:13]=1)=O)(C)(C)C.[C:48]([OH:54])([C:50]([F:53])([F:52])[F:51])=[O:49].C(Cl)Cl>>[NH2:8][CH2:9][CH2:10][O:11][C:12]1[C:17]2[C:18]([CH3:47])=[C:19]([C:21]([NH:23][C:24]3[CH:25]=[CH:26][C:27]([C:30]4[CH:35]=[CH:34][C:33]([S:36]([NH:39][C@@H:40]([CH:44]([CH3:45])[CH3:46])[C:41]([OH:43])=[O:42])(=[O:38])=[O:37])=[CH:32][CH:31]=4)=[CH:28][CH:29]=3)=[O:22])[O:20][C:16]=2[CH:15]=[CH:14][CH:13]=1.[C:48]([OH:54])([C:50]([F:53])([F:52])[F:51])=[O:49] |f:1.2|. Reported procedure: The product of Example 177, (S)-2-(4′-{[4-(2-tert-butoxycarbonylamino-ethoxy)-3-methyl-benzofuran-2-carbonyl]-amino}-biphenyl-4-sulfonylamino)-3-methyl-butyric acid, was treated with 40% TFA/methylene chloride solution at ambient temperature for four hours to afford (S)-2-(4′-{[4-(2-amino-ethoxy)-3-methyl-benzofuran-2-carbonyl]-amino}-biphenyl-4-sulfonylamino)-3-methyl-butyric acid as a brown solid (TFA salt). MS: calc'd for {M−H]−: 564.65. Found: 564.51. Reactants: [Li]CCCC, CN(C)C=O, Cn1cncc1-c1ccccc1. Product: Cn1c(-c2ccccc2)cnc1C=O. As a reaction SMILES: [CH2:13]([Li:14])[CH2:15][CH2:16][CH3:17].[CH3:18][N:19]([CH:20]=[O:21])[CH3:22].[CH3:1][n:2]1[cH:3][n:4][cH:5][c:6]1-[c:7]1[cH:8][cH:9][cH:10][cH:11][cH:12]1>>[CH3:1][n:2]1[c:3]([CH:20]=[O:21])[n:4][cH:5][c:6]1-[c:7]1[cH:8][cH:9][cH:10][cH:11][cH:12]1. Reactants: [Al+3], [H-], [H-], [H-], [H-], [Li+], C1CCOC1, O, COC(=O)c1n[nH]c2c1nc(-c1ccccc1)c1ccccc12. Yields the product OCc1n[nH]c2c1nc(-c1ccccc1)c1ccccc12. Reaction SMILES: [Al+3:2].[H-:1].[H-:4].[H-:5].[H-:6].[Li+:3].[O:31]1[CH2:32][CH2:33][CH2:34][CH2:35]1.[OH2:30].[c:7]1(-[c:13]2[n:14][c:15]3[c:16]([c:17]4[cH:18][cH:19][cH:20][cH:21][c:22]24)[nH:23][n:24][c:25]3[C:26](=[O:27])[O:28][CH3:29])[cH:8][cH:9][cH:10][cH:11][cH:12]1>>[c:7]1(-[c:13]2[n:14][c:15]3[c:16]([c:17]4[cH:18][cH:19][cH:20][cH:21][c:22]24)[nH:23][n:24][c:25]3[CH2:26][OH:27])[cH:8][cH:9][cH:10][cH:11][cH:12]1. Reactants: COC1=C(OC2=C(C(=O)O)C=CC=C2)C=CC=C1 (2-(2-methoxyphenoxy)benzoic acid), Cl.N1=CC=CC=C1 (pyridine hydrochloride). Run in O (water). Conditions: time 8 hour. The product is OC1=C(OC2=C(C(=O)O)C=CC=C2)C=CC=C1 (2-(2-hydroxyphenoxy)benzoic acid). Yield: 48.7%. As a reaction SMILES: C[O:2][C:3]1[CH:18]=[CH:17][CH:16]=[CH:15][C:4]=1[O:5][C:6]1[CH:14]=[CH:13][CH:12]=[CH:11][C:7]=1[C:8]([OH:10])=[O:9].Cl.N1C=CC=CC=1>O>[OH:2][C:3]1[CH:18]=[CH:17][CH:16]=[CH:15][C:4]=1[O:5][C:6]1[CH:14]=[CH:13][CH:12]=[CH:11][C:7]=1[C:8]([OH:10])=[O:9] |f:1.2|. Procedure: Fifteen grams of 2-(2-methoxyphenoxy)benzoic acid were heated at 180°-185° C. together with 150 g of pyridine hydrochloride for 3 hours. After cooling to room temperature, water was added and the mixture was stirred overnight at room temperature. The reaction was filtered and the water extracted several times with ethyl acetate. The combined ethyl acetate layers were dried and concentrated in vacuo. The crystallization of the residue from ethyl acetate/hexane provided 6.88 g of the desired subti... The product is COCCCn1cc(CN(C(=O)C2CC(N)CN(C(=O)OCC3c4ccccc4-c4ccccc43)C2)C2CC2)c2ccccc21. As a reaction SMILES: [CH:53]1([NH:54][CH2:55][c:56]2[c:57]3[c:58]([cH:59][cH:60][cH:61][cH:62]3)[n:63]([CH2:64][CH2:65][CH2:66][O:67][CH3:68])[cH:69]2)[CH2:70][CH2:71]1.[Cl:92][CH2:93][Cl:94].[F:80][C:81]([F:82])([F:83])[S:84]([O:85][Si:86]([CH3:87])([CH3:88])[CH3:89])(=[O:90])=[O:91].[cH:1]1[cH:2][cH:3][cH:4][c:5]2[c:13]1[CH:12]([CH2:14][O:15][C:16](=[O:17])[N:18]1[CH2:19][CH:20]([NH:45][C:46]([O:47][C:48]([CH3:49])([CH3:50])[CH3:51])=[O:52])[CH2:21][CH:22]([C:24]([N:25]([CH2:26][c:27]3[cH:28][n:29]([CH2:36][CH2:37][CH2:38][O:39][CH3:40])[c:30]4[cH:31][cH:32][cH:33][cH:34][c:35]34)[CH:41]3[CH2:42][CH2:43]3)=[O:44])[CH2:23]1)[c:11]1[c:6]-2[cH:7][cH:8][cH:9][cH:10]1.[n:72]1[c:73]([CH3:74])[cH:75][cH:76][cH:77][c:78]1[CH3:79]>>[cH:1]1[cH:2][cH:3][cH:4][c:5]2[c:13]1[CH:12]([CH2:14][O:15][C:16](=[O:17])[N:18]1[CH2:19][CH:20]([NH2:45])[CH2:21][CH:22]([C:24]([N:25]([CH2:26][c:27]3[cH:28][n:29]([CH2:36][CH2:37][CH2:38][O:39][CH3:40])[c:30]4[cH:31][cH:32][cH:33][cH:34][c:35]34)[CH:41]3[CH2:42][CH2:43]3)=[O:44])[CH2:23]1)[c:11]1[c:6]-2[cH:7][cH:8][cH:9][cH:10]1. Starting materials: COCCCn1cc(CNC2CC2)c2ccccc21, ClCCl, C[Si](C)(C)OS(=O)(=O)C(F)(F)F, COCCCn1cc(CN(C(=O)C2CC(NC(=O)OC(C)(C)C)CN(C(=O)OCC3c4ccccc4-c4ccccc43)C2)C2CC2)c2ccccc21, Cc1cccc(C)n1. The reactants are O=C([O-])[O-], CCO, Cc1cc(C(N)=O)ccc1F, [K+], [K+], c1ccc(N2CCNCC2)nc1. Yields the product Cc1cc(C(=O)NCN2CCN(c3ccccn3)CC2)ccc1F. RXN SMILES: [C:24](=[O:25])([O-:26])[O-:27].[CH2:30]([OH:31])[CH3:32].[F:13][c:14]1[c:15]([CH3:23])[cH:16][c:17]([C:18](=[O:19])[NH2:20])[cH:21][cH:22]1.[K+:28].[K+:29].[n:1]1[c:2]([N:7]2[CH2:8][CH2:9][NH:10][CH2:11][CH2:12]2)[cH:3][cH:4][cH:5][cH:6]1>>[n:1]1[c:2]([N:7]2[CH2:8][CH2:9][N:10]([CH2:24][NH:20][C:18]([c:17]3[cH:16][c:15]([CH3:23])[c:14]([F:13])[cH:22][cH:21]3)=[O:19])[CH2:11][CH2:12]2)[cH:3][cH:4][cH:5][cH:6]1.